This data is from the Open Reaction Database (ORD), a public repository of structured organic reaction records. The task is: describe an organic reaction: reactants, conditions, products, and yield The reactants are CC(C)Oc1ccc(OCc2ccccc2)cc1-c1nc2cccnc2[nH]1, ClC(Cl)Cl, O=C(OO)c1cccc(Cl)c1. Product: CC(C)Oc1ccc(OCc2ccccc2)cc1-c1nc2ccc[n+]([O-])c2[nH]1. RXN SMILES: [CH2:1]([c:2]1[cH:3][cH:4][cH:5][cH:6][cH:7]1)[O:8][c:9]1[cH:10][cH:11][c:12]([O:24][CH:25]([CH3:26])[CH3:27])[c:13](-[c:15]2[n:16][c:17]3[c:18]([n:19][cH:20][cH:21][cH:22]3)[nH:23]2)[cH:14]1.[CH:39]([Cl:40])([Cl:41])[Cl:42].[Cl:28][c:29]1[cH:30][cH:31][cH:32][c:33]([C:34]([O:35][OH:37])=[O:36])[cH:38]1>>[CH2:1]([c:2]1[cH:3][cH:4][cH:5][cH:6][cH:7]1)[O:8][c:9]1[cH:10][cH:11][c:12]([O:24][CH:25]([CH3:26])[CH3:27])[c:13](-[c:15]2[n:16][c:17]3[c:18]([n+:19]([O-:36])[cH:20][cH:21][cH:22]3)[nH:23]2)[cH:14]1. Reactants: C(CCC)[Li] (n-butyl lithium), Cl.CC1=CC=NC=C1C(=O)O (4-methylnicotinic acid HCl), C(=O)=O (CO2). The solvent is C1CCOC1 (THF). The product is C(=O)(O)CC1=CC=NC=C1C(=O)O (4-(carboxymethyl)nicotinic acid). As a reaction SMILES: Cl.[CH3:2][C:3]1[C:8]([C:9]([OH:11])=[O:10])=[CH:7][N:6]=[CH:5][CH:4]=1.C([Li])CCC.[C:17](=[O:19])=[O:18]>C1COCC1>[C:17]([CH2:2][C:3]1[C:8]([C:9]([OH:11])=[O:10])=[CH:7][N:6]=[CH:5][CH:4]=1)([OH:19])=[O:18] |f:0.1|. Procedure details: To a rapidly stirred suspension of 4-methylnicotinic acid HCl (952 mg, 5.48 mmol) in THF (25 ml) at −78° was added n-butyl lithium (17.0 mmol) over 20 min, maintaining the temperature below −50°. The reaction was maintained at −78° for 1.5 h, the temperature raised to −30° and after 40 min CO2 gas bubbled through the solution for 10 min maintaining the temperature between −30 to −20°. The reaction was then allowed to warm to ambient temperature, poured into water (30 ml) and to this was added 1M... Reactants: C(C)OC(CC=1C=C(C(=CC1)OC)C1=C(C=C(C=C1)C=1C=NN(C1)C)CNCC)=O ([2′-ethylaminomethyl-6-methoxy-4′-(1-methyl-1H-pyrazol-4-yl)-biphenyl-3-yl]-acetic acid ethyl ester), C(C1=CC=CC=C1)N=C=O (benzyl isocyanate). The product is C(C)OC(CC=1C=C(C(=CC1)OC)C1=C(C=C(C=C1)C=1C=NN(C1)C)CN(C(=O)NCC1=CC=CC=C1)CC)=O ([2′-(3-Benzyl-1-ethyl-ureidomethyl)-6-methoxy-4′-(1-methyl-1H-pyrazol-4-yl)-biphenyl-3-yl]-acetic acid ethyl ester). Reaction SMILES: [CH2:1]([O:3][C:4](=[O:30])[CH2:5][C:6]1[CH:7]=[C:8]([C:14]2[CH:19]=[CH:18][C:17]([C:20]3[CH:21]=[N:22][N:23]([CH3:25])[CH:24]=3)=[CH:16][C:15]=2[CH2:26][NH:27][CH2:28][CH3:29])[C:9]([O:12][CH3:13])=[CH:10][CH:11]=1)[CH3:2].[CH2:31]([N:38]=[C:39]=[O:40])[C:32]1[CH:37]=[CH:36][CH:35]=[CH:34][CH:33]=1>>[CH2:1]([O:3][C:4](=[O:30])[CH2:5][C:6]1[CH:7]=[C:8]([C:14]2[CH:19]=[CH:18][C:17]([C:20]3[CH:21]=[N:22][N:23]([CH3:25])[CH:24]=3)=[CH:16][C:15]=2[CH2:26][N:27]([CH2:28][CH3:29])[C:39]([NH:38][CH2:31][C:32]2[CH:37]=[CH:36][CH:35]=[CH:34][CH:33]=2)=[O:40])[C:9]([O:12][CH3:13])=[CH:10][CH:11]=1)[CH3:2]. Procedure: Prepared according to the procedure described in Example 95, Step 2, using the following starting materials: [2′-ethylaminomethyl-6-methoxy-4′-(1-methyl-1H-pyrazol-4-yl)-biphenyl-3-yl]-acetic acid ethyl ester and benzyl isocyanate. Reactants: FC=1C=CC(=NC1)C(C1=CC(=CC=2NC(NC21)=O)C=2C(=NOC2C)C)(O)C2=NC=C(C=C2)F (4-(bis(5-fluoropyridin-2-yl)(hydroxy)methyl)-6-(3,5-dimethylisoxazol-4-yl)-1H-benzo[d]imidazol-2(3H)-one), C(C)N(CC)S(F)(F)F ((diethylamino)sulfur trifluoride), C(=O)(O)[O-].[Na+] (NaHCO3), C(C)N(CC)S(F)(F)F ((diethylamino)sulfur trifluoride). Run in ClCCl (dichloromethane). Reaction conditions: time 60 minute. Product: CC1=NOC(=C1C=1C=C(C2=C(NC(N2)=O)C1)C(C1=NC=C(C=C1)F)(C1=NC=C(C=C1)F)F)C (6-(3,5-dimethylisoxazol-4-yl)-4-(fluorobis(5-fluoropyridin-2-yl)methyl)-1H-benzo[d]imidazol-2(3H)-one). RXN SMILES: [F:1][C:2]1[CH:3]=[CH:4][C:5]([C:8]([C:27]2[CH:32]=[CH:31][C:30]([F:33])=[CH:29][N:28]=2)(O)[C:9]2[C:17]3[NH:16][C:15](=[O:18])[NH:14][C:13]=3[CH:12]=[C:11]([C:19]3[C:20]([CH3:25])=[N:21][O:22][C:23]=3[CH3:24])[CH:10]=2)=[N:6][CH:7]=1.C(N(S(F)(F)[F:40])CC)C.C([O-])(O)=O.[Na+]>ClCCl>[CH3:25][C:20]1[C:19]([C:11]2[CH:10]=[C:9]([C:8]([F:40])([C:27]3[CH:32]=[CH:31][C:30]([F:33])=[CH:29][N:28]=3)[C:5]3[CH:4]=[CH:3][C:2]([F:1])=[CH:7][N:6]=3)[C:17]3[NH:16][C:15](=[O:18])[NH:14][C:13]=3[CH:12]=2)=[C:23]([CH3:24])[O:22][N:21]=1 |f:2.3|. Procedure details: To 4-(bis(5-fluoropyridin-2-yl)(hydroxy)methyl)-6-(3,5-dimethylisoxazol-4-yl)-1H-benzo[d]imidazol-2(3H)-one (10.4 mg, 0.02 mmol) in dichloromethane (2.3 mL) added (diethylamino)sulfur trifluoride (9.15 μl, 0.07 mmol) and stirred for 60 minutes before adding more (diethylamino)sulfur trifluoride (0.01 ml, 0.07 mmol). After 60 minutes from the second addition, the reaction was poured into saturated NaHCO3(aq) (5 mL), the layers were separated, and the aqueous was extracted with dichloromethane (2×...